This data is from the Open Reaction Database (ORD), a public repository of structured organic reaction records. The task is: describe an organic reaction: reactants, conditions, products, and yield The reactants are C(=O)OCCCN1C(N(C2=C(C1=O)C(=C(C=N2)OC=2C=NC=CC2)CC2=CC=C(C=C2)Cl)C)=O (3-(5-(4-chlorobenzyl)-1-methyl-2,4-dioxo-6-(pyridin-3-yloxy)-1,2-dihydropyrido[2,3-d]pyrimidin-3(4H)-yl)propyl formate), O[Li].O (LiOH.H2O). Solvent: C1CCOC1 (THF), O (water), CC(OCC)=O (EA), O (water). Run at time 30 minute. Yields the product ClC1=CC=C(CC2=C(C=NC=3N(C(N(C(C32)=O)CCCO)=O)C)OC=3C=NC=CC3)C=C1 (5-(4-chlorobenzyl)-3-(3-hydroxypropyl)-1-methyl-6-(pyridin-3-yloxy)pyrido[2,3-d]pyrimidine-2,4(1H,3H)-dione). The yield is 63.1%. As a reaction SMILES: C([O:3][CH2:4][CH2:5][CH2:6][N:7]1[C:12](=[O:13])[C:11]2[C:14]([CH2:25][C:26]3[CH:31]=[CH:30][C:29]([Cl:32])=[CH:28][CH:27]=3)=[C:15]([O:18][C:19]3[CH:20]=[N:21][CH:22]=[CH:23][CH:24]=3)[CH:16]=[N:17][C:10]=2[N:9]([CH3:33])[C:8]1=[O:34])=O.O[Li].O>C1COCC1.O.CC(=O)OCC>[Cl:32][C:29]1[CH:28]=[CH:27][C:26]([CH2:25][C:14]2[C:11]3[C:12](=[O:13])[N:7]([CH2:6][CH2:5][CH2:4][OH:3])[C:8](=[O:34])[N:9]([CH3:33])[C:10]=3[N:17]=[CH:16][C:15]=2[O:18][C:19]2[CH:20]=[N:21][CH:22]=[CH:23][CH:24]=2)=[CH:31][CH:30]=1 |f:1.2|. Procedure details: To a solution of 3-(5-(4-chlorobenzyl)-1-methyl-2,4-dioxo-6-(pyridin-3-yloxy)-1,2-dihydropyrido[2,3-d]pyrimidin-3(4H)-yl)propyl formate (10.3 mg, 0.021 mmol) in THF (5 mL) and water (5 mL), was added LiOH.H2O (1.80 mg, 0.042 mmol) The reaction was stirred at RT for 30 min then diluted with EA (10 mL) and water (10 mL). The organic layer was dried over Na2SO4, filtered and concentrated to a residue which was purified by Prep HPLC to give 5-(4-chlorobenzyl)-3-(3-hydroxypropyl)-1-methyl-6-(pyridin-... Reactants: BrC=1C=C(C=CC1)C1=NC(=CC(=N1)C1=CC(=C(C=C1)Cl)C)C (2-(3-bromo-phenyl)-4-(4-chloro-3-methylphenyl)-6-methyl-pyrimidine), C(C)(C)(C)NS(=O)(=O)C=1SC(=CC1)B1OC(C(O1)(C)C)(C)C (N-tert-Butyl-5-(4,4,5,5-tetramethyl-1,3,2-dioxaborolan-2-yl)-thiophene-2-sulfonamide). Product: C(C)(C)(C)NS(=O)(=O)C=1SC(=CC1)C1=CC(=CC=C1)C1=NC(=CC(=N1)C)C1=CC(=C(C=C1)Cl)C (N-tert-Butyl-5-{3-[6-(4-chloro-3-methyl-phenyl)-4-methyl-pyrimidin-2-yl]-phenyl}-thiophene-2-sulfonic acid amide), oil. As a reaction SMILES: Br[C:2]1[CH:3]=[C:4]([C:8]2[N:13]=[C:12]([C:14]3[CH:19]=[CH:18][C:17]([Cl:20])=[C:16]([CH3:21])[CH:15]=3)[CH:11]=[C:10]([CH3:22])[N:9]=2)[CH:5]=[CH:6][CH:7]=1.[C:23]([NH:27][S:28]([C:31]1[S:32][C:33](B2OC(C)(C)C(C)(C)O2)=[CH:34][CH:35]=1)(=[O:30])=[O:29])([CH3:26])([CH3:25])[CH3:24]>>[C:23]([NH:27][S:28]([C:31]1[S:32][C:33]([C:2]2[CH:7]=[CH:6][CH:5]=[C:4]([C:8]3[N:9]=[C:10]([CH3:22])[CH:11]=[C:12]([C:14]4[CH:19]=[CH:18][C:17]([Cl:20])=[C:16]([CH3:21])[CH:15]=4)[N:13]=3)[CH:3]=2)=[CH:34][CH:35]=1)(=[O:29])=[O:30])([CH3:26])([CH3:24])[CH3:25]. Procedure details: N-tert-Butyl-5-{3-[6-(4-chloro-3-methyl-phenyl)-4-methyl-pyrimidin-2-yl]-phenyl}-thiophene-2-sulfonic acid amide was prepared from 2-(3-bromo-phenyl)-4-(4-chloro-3-methylphenyl)-6-methyl-pyrimidine (example E.77) (0.37 g, 1.0 mmol) and N-tert-butyl-5-(4,4,5,5-tetramethyl-1,3,2-dioxaborolan-2-yl)-thiophene-2-sulfonamide (example F.1) (0.45 g, 1.3 mmol) according to the general procedure VI. Obtained as a light yellow oil (0.405 g), which was subsequently deprotected. Starting materials: COC=1C=C2C=CC(=CC2=CC1)C=1N=C(NC1C1=CC=NC=C1)C(CN)(C)C (2-(4-(6-methoxy-napthalen-2-yl)-5-pyridin-4-yl-1H-imidazol-2-yl)-2-methyl-propylamine), CCN(C(C)C)C(C)C (Hunig's base), C(C)N=C=O (ethyl isocyanate). Run in O (water), ClCCl (dichloromethane). Reaction conditions: time 8 hour. The product is C(C)NC(=O)NCC(C)(C)C=1NC(=C(N1)C1=CC2=CC=C(C=C2C=C1)OC)C1=CC=NC=C1 (1-Ethyl-3-(2-(4-(6-methoxy-napthalen-2-yl)-5-pyridin-4-yl-1H-imidazol-2-yl)-2-methyl-propyl)-urea). Isolated yield 54.1%. RXN SMILES: [CH3:1][O:2][C:3]1[CH:4]=[C:5]2[C:10](=[CH:11][CH:12]=1)[CH:9]=[C:8]([C:13]1[N:14]=[C:15]([C:24]([CH3:28])([CH3:27])[CH2:25][NH2:26])[NH:16][C:17]=1[C:18]1[CH:23]=[CH:22][N:21]=[CH:20][CH:19]=1)[CH:7]=[CH:6]2.CCN(C(C)C)C(C)C.[CH2:38]([N:40]=[C:41]=[O:42])[CH3:39]>ClCCl.O>[CH2:38]([NH:40][C:41]([NH:26][CH2:25][C:24]([C:15]1[NH:16][C:17]([C:18]2[CH:23]=[CH:22][N:21]=[CH:20][CH:19]=2)=[C:13]([C:8]2[CH:7]=[CH:6][C:5]3[C:10](=[CH:11][CH:12]=[C:3]([O:2][CH3:1])[CH:4]=3)[CH:9]=2)[N:14]=1)([CH3:28])[CH3:27])=[O:42])[CH3:39]. Procedure details: A solution of the product of Example 2 (20 mg, 0.05 mmol) in dichloromethane (2 mL) containing Hunig's base (10 μL, 0.07 mmol) was treated with ethyl isocyanate (6 μL, 0.07 mmol) and stirred at room temperature for 8 hours. The mixture was diluted with water and extracted with dichloromethane. The aqueous layer was separated and extracted with additional dichloromethane, the organic layers were combined, dried over anhydrous magnesium sulphate, filtered and concentrated at reduced pressure. The ...